Dataset: the Open Reaction Database (ORD), a public repository of structured organic reaction records. Task: describe an organic reaction: reactants, conditions, products, and yield Starting materials: ClCC=1OC(OC1C)=O (4-Chloromethyl-5-methyl-1,3-dioxol-2-one), C(=O)(OC(C)(C)C)N[C@@H]([C@H](C(=O)O)O)CC1=CC=CC=C1 ((2R,3R)-3-(BOC-amino)-2-hydroxy-4-phenylbutyric acid), [Na+].[Cl-] (NaCl), C([O-])([O-])=O.[Cs+].[Cs+] (Dicesium carbonate). The solvent is CN(C)C=O (DMF), CCOC(=O)C (EtOAc). Reaction conditions: temperature 0 celsius, time 1 hour. The product is CC1=C(OC(O1)=O)COC([C@@H]([C@@H](CC1=CC=CC=C1)N)O)=O ((2R,3R)-3-amino-2-hydroxy-4-phenyl-butyric acid 5-methyl-2-oxo-[1,3]dioxol-4-ylmethyl Ester), Cl (HCl). Isolated yield 587.7%. RXN SMILES: [Cl:1][CH2:2][C:3]1[O:4][C:5](=[O:9])[O:6][C:7]=1[CH3:8].C(=O)([O-])[O-].[Cs+].[Cs+].C([NH:23][C@H:24]([CH2:30][C:31]1[CH:36]=[CH:35][CH:34]=[CH:33][CH:32]=1)[C@@H:25]([OH:29])[C:26]([OH:28])=[O:27])(OC(C)(C)C)=O.[Na+].[Cl-]>CN(C=O)C.CCOC(C)=O>[CH3:8][C:7]1[O:6][C:5](=[O:9])[O:4][C:3]=1[CH2:2][O:28][C:26](=[O:27])[C@H:25]([OH:29])[C@H:24]([NH2:23])[CH2:30][C:31]1[CH:32]=[CH:33][CH:34]=[CH:35][CH:36]=1.[ClH:1] |f:1.2.3,5.6|. Procedure: 4-Chloromethyl-5-methyl-1,3-dioxol-2-one (212 mg, 1.4 mmol, 1.0 eq.) was dissolved in dry DMF (2 mL) and cooled to 0° C. Dicesium carbonate (465 mg, 1.4 mmol, 1.0 eq.) was added and the mixture was stirred for 30 minutes at 0° C. (2R,3R)-3-(BOC-amino)-2-hydroxy-4-phenylbutyric acid (421 mg, 1.4 mmol, 1.0 eq.) was added and the mixture was stirred for 1 hour at 0° C. and then warmed to room temperature, while stirring. EtOAc (20 mL) was added and the mixture was saturated aqueous NaCl (100 mL) th... Reactants: C(C)NC(=O)NC=1SC2=C(N1)C=CC(=C2)[N+](=O)[O-] (N-ethyl-N′-(6-nitro-1,3-benzothiazol-2-yl)urea). Reagents/catalysts: [Pt]=O (platinum oxide). The solvent is C(C)O (ethanol). Product: C(C)NC(=O)NC=1SC2=C(N1)C=CC(=C2)N2C=CC=C2 (N-Ethyl-N′-[6-(1H-1-pyrrolyl)-1,3-benzothiazol-2-yl]urea). As a reaction SMILES: [CH2:1]([NH:3][C:4]([NH:6][C:7]1[S:8][C:9]2[CH:15]=[C:14]([N+:16]([O-])=O)[CH:13]=[CH:12][C:10]=2[N:11]=1)=[O:5])[CH3:2]>[Pt]=O.C(O)C>[CH2:1]([NH:3][C:4]([NH:6][C:7]1[S:8][C:9]2[CH:15]=[C:14]([N:16]3[CH:12]=[CH:10][CH:9]=[CH:15]3)[CH:13]=[CH:12][C:10]=2[N:11]=1)=[O:5])[CH3:2]. Reported procedure: Charged about 500 mg N-ethyl-N′-(6-nitro-1,3-benzothiazol-2-yl)urea into about 75 ml ethanol. Added about 20 mg platinum oxide then evacuated and released to hydrogen three times. The system was then put under hydrogen pressure (about 20–40 psi) for about 5–20 hours. The reaction was stopped and the entire mass was filtered through diatomaceous earth and washed with methanol. The solvent was removed in vacuo and the crude N-(6-amino-1,3-benzothiazol-2-yl)-N′-ethylurea was used for the next step ... Starting materials: COc1ccc(-n2cnnn2)cc1C(=O)N1CCC(CCO)(c2ccc(Cl)c(Cl)c2)C1, CS(=O)(=O)Cl. The product is COc1ccc(-n2cnnn2)cc1C(=O)N1CCC(CCOS(C)(=O)=O)(c2ccc(Cl)c(Cl)c2)C1. Reaction SMILES: [CH3:1][O:2][c:3]1[c:4]([C:5](=[O:6])[N:7]2[CH2:8][C:9]([CH2:12][CH2:13][OH:14])([c:15]3[cH:16][c:17]([Cl:22])[c:18]([Cl:21])[cH:19][cH:20]3)[CH2:10][CH2:11]2)[cH:23][c:24](-[n:27]2[n:28][n:29][n:30][cH:31]2)[cH:25][cH:26]1.[CH3:32][S:33]([Cl:34])(=[O:35])=[O:36]>>[CH3:1][O:2][c:3]1[c:4]([C:5](=[O:6])[N:7]2[CH2:8][C:9]([CH2:12][CH2:13][O:14][S:33]([CH3:32])(=[O:35])=[O:36])([c:15]3[cH:16][c:17]([Cl:22])[c:18]([Cl:21])[cH:19][cH:20]3)[CH2:10][CH2:11]2)[cH:23][c:24](-[n:27]2[n:28][n:29][n:30][cH:31]2)[cH:25][cH:26]1.